Dataset: the Open Reaction Database (ORD), a public repository of structured organic reaction records. Task: describe an organic reaction: reactants, conditions, products, and yield The reactants are BrC1=CC(=C(C=C1)F)OC (4-Bromo-2-methoxy-1-fluorobenzene), [Li]CCCC (n-BuLi), B(OC)(OC)OC (trimethyl borate). Run in C1CCOC1 (THF). Run at time 18 hour. Product: COC=1C=C(C=CC1F)B(O)O (3-Methoxy-4-fluorophenylboronic acid). Yield: 33.7%. As a reaction SMILES: Br[C:2]1[CH:7]=[CH:6][C:5]([F:8])=[C:4]([O:9][CH3:10])[CH:3]=1.[Li]CCCC.[B:16](OC)([O:19]C)[O:17]C>C1COCC1>[CH3:10][O:9][C:4]1[CH:3]=[C:2]([B:16]([OH:19])[OH:17])[CH:7]=[CH:6][C:5]=1[F:8]. Reported procedure: To a solution of 23B (2.7 g, 13.1 mmol) in THF (25 mL) at −78° C. was added n-BuLi (1.6 M in hexanes, 11.0 mL, 17.7 mmol). The mixture was stirred at −78° C. for 40 min before trimethyl borate (2.7 mL, 24.3 mmol) was added. The reaction was left stirring from −78° C. to rt over 18 h. It was quenched with 1.0 N HCl (40 mL), extracted with EtOAc, washed with brine and dried over Na2SO4. After evaporation of the solvent, the crude solid product was triturated with EtOAc/hexanes (1:4). After filtrat... Product: Nc1ccn(C2CSC(CO)O2)c(=O)n1. Starting materials: CO, Nc1ccn(C2CSC(COC(=O)c3ccccc3)O2)c(=O)n1. As a reaction SMILES: [CH3:24][OH:25].[NH2:1][c:2]1[n:3][c:4](=[O:23])[n:5]([CH:8]2[CH2:9][S:10][CH:11]([CH2:13][O:14][C:15](=[O:16])[c:17]3[cH:18][cH:19][cH:20][cH:21][cH:22]3)[O:12]2)[cH:6][cH:7]1>>[NH2:1][c:2]1[n:3][c:4](=[O:23])[n:5]([CH:8]2[CH2:9][S:10][CH:11]([CH2:13][OH:14])[O:12]2)[cH:6][cH:7]1. Reactants: CC(=O)[O-], CC(=O)[O-], CC(=O)[O-], CC(=O)[O-], C=C1c2ccc(OC)cc2CCN1C(=O)OCc1ccccc1, CC(=O)O, [Pb+4]. The product is COc1ccc2c(c1)CCN(C(=O)OCc1ccccc1)C(=O)C2. Reaction SMILES: [C:24]([O-:25])(=[O:26])[CH3:27].[C:28]([O-:29])(=[O:30])[CH3:31].[C:32]([O-:33])(=[O:34])[CH3:35].[C:36]([O-:37])(=[O:38])[CH3:39].[CH2:1]([c:2]1[cH:3][cH:4][cH:5][cH:6][cH:7]1)[O:8][C:9](=[O:10])[N:11]1[C:12](=[CH2:23])[c:13]2[cH:14][cH:15][c:16]([O:21][CH3:22])[cH:17][c:18]2[CH2:19][CH2:20]1.[CH3:41][C:42](=[O:43])[OH:44].[Pb+4:40]>>[CH2:1]([c:2]1[cH:3][cH:4][cH:5][cH:6][cH:7]1)[O:8][C:9](=[O:10])[N:11]1[C:12](=[O:26])[CH2:23][c:13]2[cH:14][cH:15][c:16]([O:21][CH3:22])[cH:17][c:18]2[CH2:19][CH2:20]1. Starting materials: COc1cc2oc(-c3ccc([N+](=O)[O-])cc3)cc(=O)c2c(OC)c1OC, C1COCCO1. The product is COc1cc2oc(-c3ccc(N)cc3)cc(=O)c2c(OC)c1OC. As a reaction SMILES: [CH3:1][O:2][c:3]1[c:4]2[c:5](=[O:26])[cH:6][c:7](-[c:17]3[cH:18][cH:19][c:20]([N+:23]([O-:24])=[O:25])[cH:21][cH:22]3)[o:8][c:9]2[cH:10][c:11]([O:15][CH3:16])[c:12]1[O:13][CH3:14].[O:27]1[CH2:28][CH2:29][O:30][CH2:31][CH2:32]1>>[CH3:1][O:2][c:3]1[c:4]2[c:5](=[O:26])[cH:6][c:7](-[c:17]3[cH:18][cH:19][c:20]([NH2:23])[cH:21][cH:22]3)[o:8][c:9]2[cH:10][c:11]([O:15][CH3:16])[c:12]1[O:13][CH3:14].